This data is from the Open Reaction Database (ORD), a public repository of structured organic reaction records. The task is: describe an organic reaction: reactants, conditions, products, and yield Reactants: O=C1CCc2cc(Br)cnc2N1, CCC#N, C=CC(=O)N(C)Cc1cn(Cc2ccccc2)c2ccccc12, CCN(C(C)C)C(C)C, CC(=O)[O-], CC(=O)[O-], [Pd+2], Cc1ccccc1P(c1ccccc1C)c1ccccc1C. The product is CN(Cc1cn(Cc2ccccc2)c2ccccc12)C(=O)C=Cc1cnc2c(c1)CCC(=O)N2. As a reaction SMILES: [Br:1][c:2]1[cH:3][c:4]2[c:9]([n:10][cH:11]1)[NH:8][C:7](=[O:12])[CH2:6][CH2:5]2.[C:67](#[N:68])[CH2:69][CH3:70].[CH2:13]([c:14]1[cH:15][cH:16][cH:17][cH:18][cH:19]1)[n:20]1[cH:21][c:22]([CH2:29][N:30]([C:31]([CH:32]=[CH2:33])=[O:34])[CH3:35])[c:23]2[cH:24][cH:25][cH:26][cH:27][c:28]12.[CH:58]([N:59]([CH:60]([CH3:61])[CH3:62])[CH2:63][CH3:64])([CH3:65])[CH3:66].[O-:72][C:73]([CH3:74])=[O:75].[O-:76][C:77]([CH3:78])=[O:79].[Pd+2:71].[c:36]1([CH3:37])[cH:38][cH:39][cH:40][cH:41][c:42]1[P:43]([c:44]1[cH:45][cH:46][cH:47][cH:48][c:49]1[CH3:50])[c:51]1[cH:52][cH:53][cH:54][cH:55][c:56]1[CH3:57]>>[c:2]1([CH:33]=[CH:32][C:31]([N:30]([CH2:29][c:22]2[cH:21][n:20]([CH2:13][c:14]3[cH:15][cH:16][cH:17][cH:18][cH:19]3)[c:28]3[c:23]2[cH:24][cH:25][cH:26][cH:27]3)[CH3:35])=[O:34])[cH:3][c:4]2[c:9]([n:10][cH:11]1)[NH:8][C:7](=[O:12])[CH2:6][CH2:5]2.